This data is from the Open Reaction Database (ORD), a public repository of structured organic reaction records. The task is: describe an organic reaction: reactants, conditions, products, and yield The reactants are C(C)OC(=O)C1=NN(C=2C(NCCC21)=O)C2=CC=C(C=C2)OC (1-(4-methoxy-phenyl)-7-oxo-4,5,6,7-tetrahydro-1H-pyrazolo[3,4-c]pyridine-3-carboxylic acid ethyl ester), C(C)(C)(C)OC(CC1(CC1)C1=CC=C(C=C1)I)=O ([1-(4-iodo-phenyl)-cyclopropyl]-acetic acid tert-butyl ester). Yields the product C(C)OC(=O)C1=NN(C=2C(N(CCC21)C2=CC=C(C=C2)C2(CC2)CC(=O)OC(C)(C)C)=O)C2=CC=C(C=C2)OC (6-[4-(1-tert-butoxycarbonylmethyl-cyclopropyl)-phenyl]-1-(4-methoxy-phenyl)-7-oxo-4,5,6,7-tetrahydro-1H-pyrazolo[3,4-c]pyridine-3-carboxylic acid ethyl ester). Yield: 86.0%. RXN SMILES: [CH2:1]([O:3][C:4]([C:6]1[C:14]2[CH2:13][CH2:12][NH:11][C:10](=[O:15])[C:9]=2[N:8]([C:16]2[CH:21]=[CH:20][C:19]([O:22][CH3:23])=[CH:18][CH:17]=2)[N:7]=1)=[O:5])[CH3:2].[C:24]([O:28][C:29](=[O:41])[CH2:30][C:31]1([C:34]2[CH:39]=[CH:38][C:37](I)=[CH:36][CH:35]=2)[CH2:33][CH2:32]1)([CH3:27])([CH3:26])[CH3:25]>>[CH2:1]([O:3][C:4]([C:6]1[C:14]2[CH2:13][CH2:12][N:11]([C:37]3[CH:38]=[CH:39][C:34]([C:31]4([CH2:30][C:29]([O:28][C:24]([CH3:27])([CH3:26])[CH3:25])=[O:41])[CH2:32][CH2:33]4)=[CH:35][CH:36]=3)[C:10](=[O:15])[C:9]=2[N:8]([C:16]2[CH:17]=[CH:18][C:19]([O:22][CH3:23])=[CH:20][CH:21]=2)[N:7]=1)=[O:5])[CH3:2]. Procedure: Part A. Following procedure similar to that of Part C in Example 220 but using 1-(4-methoxy-phenyl)-7-oxo-4,5,6,7-tetrahydro-1H-pyrazolo[3,4-c]pyridine-3-carboxylic acid ethyl ester and [1-(4-iodo-phenyl)-cyclopropyl]-acetic acid tert-butyl ester as starting materials, 6-[4-(1-tert-butoxycarbonylmethyl-cyclopropyl)-phenyl]-1-(4-methoxy-phenyl)-7-oxo-4,5,6,7-tetrahydro-1H-pyrazolo[3,4-c]pyridine-3-carboxylic acid ethyl ester was obtained (406.29 mg, yield: 86%). 1H NMR (CDCl3) δ 7.48 (d, J=8.9 Hz... The reactants are FC1=CC=C(C2=CC=CC=C12)C(=O)O (4-fluoronaphthalenecarboxylic acid), Cl.C(C)N=C=NCCCN(C)C (1-ethyl-3-(3-dimethylaminopropyl)carbodiimide hydrochloride), O.ON1N=NC2=C1C=CC=C2 (1-hydroxybenzotriazole hydrate), OC(C(CC1=CC(=CC=C1)OC(C(F)F)(F)F)NC(OC(C)(C)C)=O)C1=CC=C(C=C1)OC=1C=NC=CC1 (tert-butyl (1RS,2SR)-2-hydroxy-2-[4-(pyridin-3-yloxy)phenyl]-1-[3-(1,1,2,2-tetrafluoroethoxy)benzyl]ethylcarbamate), FC(C(=O)O)(F)F (trifluoroacetic acid), C(O)([O-])=O.[Na+] (sodium hydrogen carbonate). Run in O (water), C(C)#N (acetonitrile). Reaction conditions: temperature 0 celsius, time 10 minute. Product: FC1=CC=C(C2=CC=CC=C12)C(=O)NC(C(C1=CC=C(C=C1)OC=1C=NC=CC1)O)CC1=CC(=CC=C1)OC(C(F)F)(F)F (4-fluoro-N-{(1RS,2SR)-2-hydroxy-2-[4-(pyridin-3-yloxy)phenyl]-1-[3-(1,1,2,2-tetrafluoroethoxy)benzyl]ethyl}-1-naphthamide). RXN SMILES: [OH:1][CH:2]([C:26]1[CH:31]=[CH:30][C:29]([O:32][C:33]2[CH:34]=[N:35][CH:36]=[CH:37][CH:38]=2)=[CH:28][CH:27]=1)[CH:3]([NH:18][C:19](=O)[O:20]C(C)(C)C)[CH2:4][C:5]1[CH:10]=[CH:9][CH:8]=[C:7]([O:11][C:12]([F:17])([F:16])[CH:13]([F:15])[F:14])[CH:6]=1.FC(F)(F)C(O)=O.C(=O)([O-])O.[Na+].[F:51][C:52]1[C:61]2[C:56](=[CH:57][CH:58]=[CH:59][CH:60]=2)[C:55](C(O)=O)=[CH:54][CH:53]=1.Cl.C(N=C=NCCCN(C)C)C.O.ON1C2C=CC=CC=2N=N1>C(#N)C.O>[F:51][C:52]1[C:61]2[C:56](=[CH:57][CH:58]=[CH:59][CH:60]=2)[C:55]([C:19]([NH:18][CH:3]([CH2:4][C:5]2[CH:10]=[CH:9][CH:8]=[C:7]([O:11][C:12]([F:17])([F:16])[CH:13]([F:14])[F:15])[CH:6]=2)[CH:2]([OH:1])[C:26]2[CH:27]=[CH:28][C:29]([O:32][C:33]3[CH:34]=[N:35][CH:36]=[CH:37][CH:38]=3)=[CH:30][CH:31]=2)=[O:20])=[CH:54][CH:53]=1 |f:2.3,5.6,7.8|. Reported procedure: To tert-butyl (1RS,2SR)-2-hydroxy-2-[4-(pyridin-3-yloxy)phenyl]-1-[3-(1,1,2,2-tetrafluoroethoxy)benzyl]ethylcarbamate (500 mg, 0.93 mmol) was added trifluoroacetic acid (10 ml), and the mixture was stirred at 0° C. for 10 min. The reaction solution was neutralized with saturated aqueous sodium hydrogen carbonate, and extracted with ethyl acetate (30 ml×2). The extract was washed with saturated brine, dried (anhydrous magnesium sulfate) and evaporated under reduced pressure. To a solution of the ... The reactants are S1C2=C(C=C1CC1C(OC(OC1=O)(C)C)=O)C=CC=C2 (5-(benzo[b]thiophen-2-ylmethyl)-2,2-dimethyl-1,3-dioxane-4,6-dione), Intermediate 42, S1C2=C(C=C1CC(C(=O)O)C(=O)O)C=CC=C2 (2-(Benzo[b]thiophen-2-ylmethyl)malonic acid), S1C2=C(C=C1CC(C(=O)O)C(=O)O)C=CC=C2 (2-(Benzo[b]thiophen-2-ylmethyl)malonic acid), S1C2=C(C=C1CC(C(=O)O)C(=O)O)C=CC=C2 (2-(Benzo[b]thiophen-2-ylmethyl)malonic acid), FC1=CC=C(CC2C(OC(OC2=O)(C)C)=O)C=C1 (5-(4-fluorobenzyl)-2,2-dimethyl-1,3-dioxane-4,6-dione). The product is FC1=CC=C(CC(C(=O)O)C(=O)O)C=C1 (2-(4-Fluorobenzyl)malonic acid). As a reaction SMILES: S1C(CC2C(=O)OC(C)(C)OC2=O)=CC2C=CC=CC1=2.S1C(CC(C(O)=O)C(O)=O)=CC2C=CC=CC1=2.[F:38][C:39]1[CH:55]=[CH:54][C:42]([CH2:43][CH:44]2[C:49](=[O:50])[O:48]C(C)(C)[O:46][C:45]2=[O:53])=[CH:41][CH:40]=1>>[F:38][C:39]1[CH:40]=[CH:41][C:42]([CH2:43][CH:44]([C:45]([OH:53])=[O:46])[C:49]([OH:50])=[O:48])=[CH:54][CH:55]=1. Procedure details: The title compound was prepared by substituting 5-(benzo[b]thiophen-2-ylmethyl)-2,2-dimethyl-1,3-dioxane-4,6-dione (Intermediate 39: step a) with 5-(4-fluorobenzyl)-2,2-dimethyl-1,3-dioxane-4,6-dione (Intermediate 42: step a) then following the procedure described for the preparation of 2-(benzo[b]thiophen-2-ylmethyl)malonic acid (Intermediate 39: step b).